From a dataset of the Open Reaction Database (ORD), a public repository of structured organic reaction records. describe an organic reaction: reactants, conditions, products, and yield Reactants: BrC1=C(C=CC(=C1)C1CC=CC1)OC (2-bromo-4-(cyclopent-3-en-1-yl)-1-methoxybenzene), C[N+]1(CCOCC1)[O-] (NMO), C(C)(C)(C)O (t-butanol), O (water). The reagents and catalysts are [Os](=O)(=O)(=O)=O (osmium tetroxide). The product is BrC=1C=C(C=CC1OC)C1CC(C(C1)O)O (4-(3-bromo-4-methoxyphenyl)cyclopentane-1,2-diol). Reaction SMILES: [Br:1][C:2]1[CH:7]=[C:6]([CH:8]2CC=C[CH2:9]2)[CH:5]=CC=1OC.C[N+]1([O-])[CH2:21][CH2:20][O:19][CH2:18]C1.[C:23]([OH:27])([CH3:26])(C)[CH3:24].[OH2:28]>[Os](=O)(=O)(=O)=O>[Br:1][C:2]1[CH:7]=[C:6]([CH:8]2[CH2:9][CH:24]([OH:28])[CH:23]([OH:27])[CH2:26]2)[CH:5]=[CH:21][C:20]=1[O:19][CH3:18]. Procedure: To a 100 mL RBF were added 2-bromo-4-(cyclopent-3-en-1-yl)-1-methoxybenzene (1.9 g, 7.51 mmol), NMO (2.64 g, 22.5 mmol), osmium tetroxide (0.942 mL, 0.075 mmol, 2.5% in t-BuOH), t-butanol (13 mL) and water (13 mL). The resulting reaction mixture was stirred at rt over the weekend. Volatiles were removed. Crude material was dissolved in 100 mL EtOAc and washed with 50 mL water. Organics were dried over sodium sulfate, filtered and concentrated. The residue was purified by silica gel column chroma... Starting materials: O (water), C1(CC1)[C@]1([C@@H](NCC1)C(C)C)O ((2S,3R)-3-cyclopropyl-2-isopropylpyrrolidin-3-ol), FC1=CC(=C(C#N)C=C1)OC (4-fluoro-2-methoxybenzonitrile), C([O-])([O-])=O.[Li+].[Li+] (lithium carbonate). Solvent: CS(=O)C (DMSO). The product is O[C@@H]1[C@H](N(CC1(C)C)C1=CC(=C(C#N)C=C1)OC)C (rac-4-[(2R,3S)-3-hydroxy-2,4,4-trimethylpyrrolidin-1-yl]-2-methoxybenzonitrile). Yield: 44.1%. RXN SMILES: C1([C@]2(O)[CH2:8][CH2:7][NH:6][C@H:5]2[CH:9]([CH3:11])[CH3:10])CC1.F[C:14]1[CH:21]=[CH:20][C:17]([C:18]#[N:19])=[C:16]([O:22][CH3:23])[CH:15]=1.[C:24](=[O:27])([O-])[O-].[Li+].[Li+].O>CS(C)=O>[OH:27][C@H:24]1[C:9]([CH3:11])([CH3:10])[CH2:5][N:6]([C:14]2[CH:21]=[CH:20][C:17]([C:18]#[N:19])=[C:16]([O:22][CH3:23])[CH:15]=2)[C@@H:7]1[CH3:8] |f:2.3.4|. Reported procedure: A suspension (5 mL) of (2R,3S)-2,4,4-trimethylpyrrolidin-3-ol 0.5 oxalate (152 mg), 4-fluoro-2-methoxybenzonitrile (183 mg) and lithium carbonate (155 mg) in DMSO was stirred at 100° C. for 15 hr, added to water, and the mixture was extracted with ethyl acetate. The extract was washed with saturated brine, dried over anhydrous magnesium sulfate, and concentrated under reduced pressure. The residue was purified by silica gel column chromatography (eluent: hexane/ethyl acetate=50/1→2/3) to give th... The reactants are COc1cc(C=O)ccc1OCc1ccccc1, C1CCOC1, COCC(=O)OC, C[Si](C)(C)[N-][Si](C)(C)C, [Na+]. The product is COC(=O)C(OC)C(O)c1ccc(OCc2ccccc2)c(OC)c1. Reaction SMILES: [CH2:1]([c:2]1[cH:3][cH:4][cH:5][cH:6][cH:7]1)[O:8][c:9]1[c:10]([O:17][CH3:18])[cH:11][c:12]([CH:13]=[O:14])[cH:15][cH:16]1.[CH2:36]1[O:37][CH2:38][CH2:39][CH2:40]1.[CH3:19][O:20][CH2:21][C:22](=[O:23])[O:24][CH3:25].[CH3:26][Si:27]([N-:28][Si:29]([CH3:30])([CH3:31])[CH3:32])([CH3:33])[CH3:34].[Na+:35]>>[CH2:1]([c:2]1[cH:3][cH:4][cH:5][cH:6][cH:7]1)[O:8][c:9]1[c:10]([O:17][CH3:18])[cH:11][c:12]([CH:13]([OH:14])[CH:21]([O:20][CH3:19])[C:22](=[O:23])[O:24][CH3:25])[cH:15][cH:16]1. Reactants: ClC=1C(=NC2=CC=CC(=C2N1)Cl)C (3,5-dichloro-2-methylquinoxaline), FC(C1=C(C=CC=C1)B(O)O)(F)F (2-(trifluoromethyl)phenylboronic acid), tetrakis(triphenyl-phosphine)palladium, C(=O)(O)O (sodium carbonate anhydrous). The solvent is CC#N.O (CH3CN—H2O). Reaction conditions: temperature 100 celsius, time 13.5 hour. Yields the product ClC1=C2N=C(C(=NC2=CC=C1)C)C1=C(C=CC=C1)C(F)(F)F (5-chloro-2-methyl-3-(2-(trifluoromethyl)phenyl)quinoxaline). As a reaction SMILES: Cl[C:2]1[C:3]([CH3:13])=[N:4][C:5]2[C:10]([N:11]=1)=[C:9]([Cl:12])[CH:8]=[CH:7][CH:6]=2.[F:14][C:15]([F:26])([F:25])[C:16]1[CH:21]=[CH:20][CH:19]=[CH:18][C:17]=1B(O)O.C(O)(O)=O>CC#N.O>[Cl:12][C:9]1[CH:8]=[CH:7][CH:6]=[C:5]2[C:10]=1[N:11]=[C:2]([C:17]1[CH:18]=[CH:19][CH:20]=[CH:21][C:16]=1[C:15]([F:26])([F:25])[F:14])[C:3]([CH3:13])=[N:4]2 |f:3.4|. Procedure details: A mixture of 3,5-dichloro-2-methylquinoxaline (1.1209 g, 5.261 mmol), 2-(trifluoromethyl)phenylboronic acid (1.099 g, 5.787 mmol), tetrakis(triphenyl-phosphine)palladium (0.3040 g, 0.2630 mmol), and sodium carbonate anhydrous (2.788 g, 26.30 mmol) in 53 mL of CH3CN—H2O (3:1) was stirred at 100° C. After 13.5 h, the mixture was cooled to room temperature and partitioned between EtOAc (100 mL) and water (100 mL). The organic layer was washed with brine (50 mL×3), dried over Na2SO4, filtered, and c... Yields the product C(#N)N=C1SCCN1C1=CC(OC2=C1C=C(C=C2)C(=O)O)(C)C (4-(2-cyanoiminothiazolidin-3-yl)-2,2-dimethyl-2H-1-benzopyran-6-carboxylic acid). RXN SMILES: [C:1]([N:3]=[C:4]1[N:8]([C:9]2[C:14]3[CH:15]=[C:16]([C:19]([O:21]CC)=[O:20])[CH:17]=[CH:18][C:13]=3[O:12][C:11]([CH3:25])([CH3:24])[CH:10]=2)[CH2:7][CH2:6][S:5]1)#[N:2].[I-].[Li+]>N1C(C)=CC=CC=1C.C(OCC)(=O)C.Cl>[C:1]([N:3]=[C:4]1[N:8]([C:9]2[C:14]3[CH:15]=[C:16]([C:19]([OH:21])=[O:20])[CH:17]=[CH:18][C:13]=3[O:12][C:11]([CH3:25])([CH3:24])[CH:10]=2)[CH2:7][CH2:6][S:5]1)#[N:2] |f:1.2|. Run in N1=C(C=CC=C1C)C (2,6-lutidine), C(C)(=O)OCC (ethyl acetate), Cl (hydrochloric acid). Reactants: C(#N)N=C1SCCN1C1=CC(OC2=C1C=C(C=C2)C(=O)OCC)(C)C (ethyl 4-(2-cyanoiminothiazolidin-3-yl)-2,2-dimethyl-2H-1-benzopyran-6-carboxylate), [I-].[Li+] (lithium iodide). Isolated yield 59.4%. Reported procedure: A mixture of ethyl 4-(2-cyanoiminothiazolidin-3-yl)-2,2-dimethyl-2H-1-benzopyran-6-carboxylate (1.15 g) and lithium iodide (3.44 g) in 2,6-lutidine (11.5 ml) was refluxed overnight. The resulting mixture was dissolved in a mixture of ethyl acetate and 10% hydrochloric acid, and the organic layer was separated and washed with brine. The extract was dried over anhydrous magnesium sulfate and concentrated in vacuo. The residue was purified by column chromatography on silica gel (elution with 30:1 t... Product: N#Cc1cccc([N+](=O)[O-])c1NCCO. As a reaction SMILES: [CH3:17][CH2:18][OH:19].[Cl:1][c:2]1[c:3]([C:4]#[N:5])[cH:6][cH:7][cH:8][c:9]1[N+:10](=[O:11])[O-:12].[NH2:13][CH2:14][CH2:15][OH:16]>>[c:2]1([NH:13][CH2:14][CH2:15][OH:16])[c:3]([C:4]#[N:5])[cH:6][cH:7][cH:8][c:9]1[N+:10](=[O:11])[O-:12]. Starting materials: CCO, N#Cc1cccc([N+](=O)[O-])c1Cl, NCCO.